The task is: describe an organic reaction: reactants, conditions, products, and yield. This data is from the Open Reaction Database (ORD), a public repository of structured organic reaction records. The reactants are O1CCC2=C1C=CC(=C2)C2=NN=C(O2)S (5-(2,3-dihydro-1-benzofuran-5-yl)-1,3,4-oxadiazole-2-thiol), CSC1=C(C=C(CCl)C=C1)C(F)(F)F (4-(methylthio)-3-(trifluoromethyl)benzyl chloride). Yields the product O1CCC2=C1C=CC(=C2)C=2OC(=NN2)SCC2=CC(=C(C=C2)SC)C(F)(F)F (2-(2,3-dihydro-1-benzofuran-5-yl)-5-[[4-(methylthio)-3-(trifluoromethyl)benzyl]thio]-1,3,4-oxadiazole). Isolated yield 89.0%. Reaction SMILES: [O:1]1[C:5]2[CH:6]=[CH:7][C:8]([C:10]3[O:14][C:13]([SH:15])=[N:12][N:11]=3)=[CH:9][C:4]=2[CH2:3][CH2:2]1.[CH3:16][S:17][C:18]1[CH:25]=[CH:24][C:21]([CH2:22]Cl)=[CH:20][C:19]=1[C:26]([F:29])([F:28])[F:27]>>[O:1]1[C:5]2[CH:6]=[CH:7][C:8]([C:10]3[O:14][C:13]([S:15][CH2:22][C:21]4[CH:24]=[CH:25][C:18]([S:17][CH3:16])=[C:19]([C:26]([F:29])([F:27])[F:28])[CH:20]=4)=[N:12][N:11]=3)=[CH:9][C:4]=2[CH2:3][CH2:2]1. Procedure details: In the same manner as in Example 7 and using 5-(2,3-dihydro-1-benzofuran-5-yl)-1,3,4-oxadiazole-2-thiol instead of 5-(1H-indazol-5-yl)-1,3,4-oxadiazole-2-thiol and 4-(methylthio)-3-(trifluoromethyl)benzyl chloride instead of 3-(trifluoromethyl)benzyl chloride, the title compound (yield 89%) was obtained as colorless crystals. The reactants are [OH-].[Na+] (NaOH), C(C)O (ethanol), ClC=1C=C2C(CCOC2=CC1OC1=CC=C(C=C1)C(NC=1SC(=NN1)C1=CC=CC=C1)=O)C(=O)OCC (Ethyl 6-chloro-7-(4-(5-phenyl-1,3,4-thiadiazol-2-ylcarbamoyl)phenoxy)chroman-4-carboxylate). The solvent is C(C)(=O)OCC (ethyl acetate), Cl (HCl), C1CCOC1 (THF). Reaction conditions: time 4 hour. Yields the product ClC=1C=C2C(CCOC2=CC1OC1=CC=C(C=C1)C(NC=1SC(=NN1)C1=CC=CC=C1)=O)C(=O)O (6-chloro-7-(4-(5-phenyl-1,3,4-thiadiazol-2-ylcarbamoyl)phenoxy)chroman-4-carboxylic acid). Yield: 30.6%. As a reaction SMILES: [Cl:1][C:2]1[CH:3]=[C:4]2[C:9](=[CH:10][C:11]=1[O:12][C:13]1[CH:18]=[CH:17][C:16]([C:19](=[O:32])[NH:20][C:21]3[S:22][C:23]([C:26]4[CH:31]=[CH:30][CH:29]=[CH:28][CH:27]=4)=[N:24][N:25]=3)=[CH:15][CH:14]=1)[O:8][CH2:7][CH2:6][CH:5]2[C:33]([O:35]CC)=[O:34].[OH-].[Na+].C(O)C>C1COCC1.C(OCC)(=O)C.Cl>[Cl:1][C:2]1[CH:3]=[C:4]2[C:9](=[CH:10][C:11]=1[O:12][C:13]1[CH:14]=[CH:15][C:16]([C:19](=[O:32])[NH:20][C:21]3[S:22][C:23]([C:26]4[CH:31]=[CH:30][CH:29]=[CH:28][CH:27]=4)=[N:24][N:25]=3)=[CH:17][CH:18]=1)[O:8][CH2:7][CH2:6][CH:5]2[C:33]([OH:35])=[O:34] |f:1.2|. Reported procedure: Ethyl 6-chloro-7-(4-(5-phenyl-1,3,4-thiadiazol-2-ylcarbamoyl)phenoxy)chroman-4-carboxylate (17 mg, 0.032 mmol) was diluted with THF (500 μL) followed by the addition of NaOH (159 μL, 0.16 mmol) and ethanol (200 μL). After stirring for 4 hours, the reaction was diluted with ethyl acetate and 1N HCl, the layers were separated and the organic layer was dried over MgSO4, filtered and concentrated. The material was purified using a 0.5 mm preparative TLC plate eluting with 10% methanol/DCM to yield t... Reactants: Cl (hydrochloric acid), C(=O)NC1=CC=CC(=N1)C(C(=O)NC1[C@@H]2N(C(=C(CS2)CSC2=NN=NN2C)C(=O)O)C1=O)=NOC (7-[2-(6-formamidopyridin-2-yl)-2-methoxyiminoacetamido]-3-(1-methyl-1H-tetrazol-5-yl)thiomethyl-3-cephem-4-carboxylic acid). Solvent: CO (methanol). Reaction conditions: time 40 minute. Yields the product NC1=CC=CC(=N1)C(C(=O)NC1[C@@H]2N(C(=C(CS2)CSC2=NN=NN2C)C(=O)O)C1=O)=NOC (7-[2-(6-aminopyridin-2-yl)-2-methoxyiminoacetamido]-3-(1-methyl-1H-tetrazol-5-yl)thiomethyl-3-cephem-4-carboxylic acid). The yield is 68.7%. RXN SMILES: Cl.C([NH:4][C:5]1[N:10]=[C:9]([C:11](=[N:35][O:36][CH3:37])[C:12]([NH:14][CH:15]2[C:33](=[O:34])[N:17]3[C:18]([C:30]([OH:32])=[O:31])=[C:19]([CH2:22][S:23][C:24]4[N:28]([CH3:29])[N:27]=[N:26][N:25]=4)[CH2:20][S:21][C@H:16]23)=[O:13])[CH:8]=[CH:7][CH:6]=1)=O>CO>[NH2:4][C:5]1[N:10]=[C:9]([C:11](=[N:35][O:36][CH3:37])[C:12]([NH:14][CH:15]2[C:33](=[O:34])[N:17]3[C:18]([C:30]([OH:32])=[O:31])=[C:19]([CH2:22][S:23][C:24]4[N:28]([CH3:29])[N:27]=[N:26][N:25]=4)[CH2:20][S:21][C@H:16]23)=[O:13])[CH:8]=[CH:7][CH:6]=1. Procedure: Conc. hydrochloric acid (127.4 mg.) was dropwise added to a suspension of 7-[2-(6-formamidopyridin-2-yl)-2-methoxyiminoacetamido]-3-(1-methyl-1H-tetrazol-5-yl)thiomethyl-3-cephem-4-carboxylic acid (syn isomer, 930 mg.) in methanol (15 ml.) and stirred at room temperature for 40 minutes. After methanol was removed under reduced pressure from the resultant solution, water (100 ml.) was added to the residue and the solid substance was dissolved by adding 10% hydrochloric acid. After the insoluble m... Reactants: OC(C)(C)[C@@H]1N(C(OC1)(C)C)C(=O)OC(C)(C)C (tert-Butyl (4R)-4-(1-hydroxy-1-methylethyl)-2,2-dimethyl-1,3-oxazolidine-3-carboxylate), C(C)N(CC)S(F)(F)F ((Diethylamino)sulfur trifluoride). The solvent is C(Cl)Cl (CH2Cl2). Reaction conditions: temperature -78 celsius. Product: EtOAc hexanes, FC(C)(C)[C@@H]1N(C(OC1)(C)C)C(=O)OC(C)(C)C (tert-butyl (4R)-4-(1-fluoro-1-methylethyl)-2,2-dimethyl-1,3-oxazolidine-3-carboxylate). Yield: 51.5%. Reaction SMILES: O[C:2]([C@H:5]1[CH2:9][O:8][C:7]([CH3:11])([CH3:10])[N:6]1[C:12]([O:14][C:15]([CH3:18])([CH3:17])[CH3:16])=[O:13])([CH3:4])[CH3:3].C(N(S(F)(F)[F:25])CC)C>C(Cl)Cl>[F:25][C:2]([C@H:5]1[CH2:9][O:8][C:7]([CH3:11])([CH3:10])[N:6]1[C:12]([O:14][C:15]([CH3:18])([CH3:17])[CH3:16])=[O:13])([CH3:4])[CH3:3]. Reported procedure: tert-Butyl (4R)-4-(1-hydroxy-1-methylethyl)-2,2-dimethyl-1,3-oxazolidine-3-carboxylate (3.80 g, 14.7 mmol), prepared by the method of Joullie, Tetrahedron, 52, pp. 11673-11694, (1996) was dissolved in 90 mL of anhydrous CH2Cl2. The solution was cooled to −78° C. under an atmosphere of N2. (Diethylamino)sulfur trifluoride (DAST) (2.25 mL, 17.0 mmol) was added and the reaction was allowed to warm to ambient temperature overnight. The reaction was quenched with saturated NaHCO3 solution and the lay...